This data is from the Open Reaction Database (ORD), a public repository of structured organic reaction records. The task is: describe an organic reaction: reactants, conditions, products, and yield RXN SMILES: [Br:1][c:2]1[c:3]([CH3:13])[cH:4][c:5]([CH2:8][O:9][CH2:10][O:11][CH3:12])[cH:6][cH:7]1.[CH2:26]([Li:27])[CH2:28][CH2:29][CH3:30].[CH3:14][N:15]([CH:16]=[O:17])[CH3:18].[CH3:31][CH2:32][CH2:33][CH2:34][CH2:35][CH3:36].[ClH:20].[O:21]1[CH2:22][CH2:23][CH2:24][CH2:25]1.[OH2:19]>>[c:2]1([CH:16]=[O:17])[c:3]([CH3:13])[cH:4][c:5]([CH2:8][O:9][CH2:10][O:11][CH3:12])[cH:6][cH:7]1. Yields the product COCOCc1ccc(C=O)c(C)c1. Reactants: COCOCc1ccc(Br)c(C)c1, [Li]CCCC, CN(C)C=O, CCCCCC, Cl, C1CCOC1, O. The yield is 99.8%. Procedure: A mixture of 1,1-dimethylethyl 4-(3-{6-[(2,2-dimethylpropanoyl)amino]-2-fluoro-3-pyridinyl}-3-oxopropyl)-1-piperidinecarboxylate (step 2, 360 mg, 0.827 mmol) and potassium tert-butoxide (278 mg, 2.48 mmol) in methanol (8 ml) was refluxed for 1 h. After cooling to room temperature, the mixture was diluted with water (20 ml) and extracted with diethyl ether (100 ml×2). The combined organic layer was washed with water (50 ml) and brine (50 ml), and dried over magnesium sulfate. Removal of the solve... Yields the product NC1=CC=C(C(=N1)OC)C(CCC1CCN(CC1)C(=O)OC(C)(C)C)=O (1,1-Dimethylethyl 4-{3-[6-amino-2-(methyloxy)-3-pyridinyl]-3-oxopropyl}-1-piperidinecarboxylate). RXN SMILES: CC(C)(C)C([NH:5][C:6]1[N:11]=[C:10](F)[C:9]([C:13](=[O:29])[CH2:14][CH2:15][CH:16]2[CH2:21][CH2:20][N:19]([C:22]([O:24][C:25]([CH3:28])([CH3:27])[CH3:26])=[O:23])[CH2:18][CH2:17]2)=[CH:8][CH:7]=1)=O.C[C:33](C)([O-:35])C.[K+]>CO.O>[NH2:5][C:6]1[N:11]=[C:10]([O:35][CH3:33])[C:9]([C:13](=[O:29])[CH2:14][CH2:15][CH:16]2[CH2:21][CH2:20][N:19]([C:22]([O:24][C:25]([CH3:26])([CH3:27])[CH3:28])=[O:23])[CH2:18][CH2:17]2)=[CH:8][CH:7]=1 |f:1.2|. The reactants are CC(C(=O)NC1=CC=C(C(=N1)F)C(CCC1CCN(CC1)C(=O)OC(C)(C)C)=O)(C)C (1,1-dimethylethyl 4-(3-{6-[(2,2-dimethylpropanoyl)amino]-2-fluoro-3-pyridinyl}-3-oxopropyl)-1-piperidinecarboxylate), CC(C)([O-])C.[K+] (potassium tert-butoxide). Run in CO (methanol), O (water).